This data is from the Open Reaction Database (ORD), a public repository of structured organic reaction records. The task is: describe an organic reaction: reactants, conditions, products, and yield Reactants: CC(=O)OC(C)=O, CC(=O)O, COC(=O)c1cc2[nH]c(-c3ccc(Cl)cc3)cc2s1, [NH4+], O=C1CCCCC1, [OH-], O=P(O)(O)O. Product: COC(=O)c1cc2[nH]c(-c3ccc(Cl)cc3)c(C3=CCCCC3)c2s1. Reaction SMILES: [CH3:20][C:21]([O:22][C:23](=[O:24])[CH3:25])=[O:26].[CH3:41][C:42](=[O:43])[OH:44].[Cl:1][c:2]1[cH:3][cH:4][c:5](-[c:8]2[cH:9][c:10]3[c:11]([nH:12]2)[cH:13][c:14]([C:16](=[O:17])[O:18][CH3:19])[s:15]3)[cH:6][cH:7]1.[NH4+:39].[O:27]=[C:28]1[CH2:29][CH2:30][CH2:31][CH2:32][CH2:33]1.[OH-:40].[P:34](=[O:35])([OH:36])([OH:37])[OH:38]>>[Cl:1][c:2]1[cH:3][cH:4][c:5](-[c:8]2[c:9]([C:28]3=[CH:29][CH2:30][CH2:31][CH2:32][CH2:33]3)[c:10]3[c:11]([nH:12]2)[cH:13][c:14]([C:16](=[O:17])[O:18][CH3:19])[s:15]3)[cH:6][cH:7]1. Reactants: [Si](C1=CC=CC=C1)(C1=CC=CC=C1)(C(C)(C)C)O[C@H](CO)CCCO ((S)-2-(tert-Butyldiphenylsilyloxy)pentan-1,5-diol), C=O (paraformaldehyde), B(F)(F)F.CCOCC (boron trifluoride etherate). Solvent: CCOC(=O)C (EtOAc). Conditions: temperature 23 celsius, time 4 hour. Yields the product [Si](C1=CC=CC=C1)(C1=CC=CC=C1)(C(C)(C)C)O[C@@H]1COCOCCC1 ((S)-1-(tert-Butyldiphenylsilyloxy)-3,5-dioxacyclooctane). The yield is 52.2%. Reaction SMILES: [Si:1]([O:18][C@@H:19]([CH2:22][CH2:23][CH2:24][OH:25])[CH2:20][OH:21])([C:14]([CH3:17])([CH3:16])[CH3:15])([C:8]1[CH:13]=[CH:12][CH:11]=[CH:10][CH:9]=1)[C:2]1[CH:7]=[CH:6][CH:5]=[CH:4][CH:3]=1.C=O.B(F)(F)F.[CH3:32]COCC>CCOC(C)=O>[Si:1]([O:18][C@H:19]1[CH2:22][CH2:23][CH2:24][O:25][CH2:32][O:21][CH2:20]1)([C:14]([CH3:17])([CH3:16])[CH3:15])([C:8]1[CH:13]=[CH:12][CH:11]=[CH:10][CH:9]=1)[C:2]1[CH:3]=[CH:4][CH:5]=[CH:6][CH:7]=1 |f:2.3|. Procedure: To a mixture of 6a (0.55 g, 1.5 mmol) and paraformaldehyde (46 mg, 1.5 mmol) in EtOAc (30 mL), boron trifluoride etherate (195 μL, 1.5 mmol) was added and the resulting mixture was stirred at 23° C. for 4 h. The organic phase was washed with a saturated solution of NaHCO3, dried (Na2SO4) and the solvent was removed. The residue was purified by flash-chromatography (1:4 EtOAc/Hex) to afford 0.29 g (51%) of 7a as a colourless oil: [α]D20=−8.7 (c 1.9, CHCl3); 1H NMR (CDCl3) δ 7.67-7.63 (m, 4H), 7.4... Starting materials: FC1=NC=CC(=C1)NC1=CC=C(C=C1)OC1=CC=CC=C1 (2-fluoro-N-(4-phenoxyphenyl)pyridin-4-amine), C(O)CN (ethanolamine), [OH-].[Na+] (NaOH). Product: O(C1=CC=CC=C1)C1=CC=C(C=C1)NC1=CC(=NC=C1)NCCO (2-(4-(4-Phenoxyphenylamino)pyridin-2-ylamino)ethan-1-ol). Isolated yield 89.0%. Reaction SMILES: F[C:2]1[CH:7]=[C:6]([NH:8][C:9]2[CH:14]=[CH:13][C:12]([O:15][C:16]3[CH:21]=[CH:20][CH:19]=[CH:18][CH:17]=3)=[CH:11][CH:10]=2)[CH:5]=[CH:4][N:3]=1.[OH-].[Na+].[CH2:24]([CH2:26][NH2:27])[OH:25]>>[O:15]([C:12]1[CH:13]=[CH:14][C:9]([NH:8][C:6]2[CH:5]=[CH:4][N:3]=[C:2]([NH:27][CH2:26][CH2:24][OH:25])[CH:7]=2)=[CH:10][CH:11]=1)[C:16]1[CH:21]=[CH:20][CH:19]=[CH:18][CH:17]=1 |f:1.2|. Procedure: 53 mg of 2-fluoro-N-(4-phenoxyphenyl)pyridin-4-amine in 80.6 mg of ethanolamine were heated in a screw cap vial under argon at 150° C. for 3 days. The mixture obtained was cooled to r.t. and 5 mL of 2N NaOH were added. The mixture obtained was extracted with 15 mL of EtOAc for three times. From the mixture obtained organic solvent was evaporated off. 2-(4-(4-Phenoxyphenylamino)pyridin-2-ylamino)ethan-1-ol was obtained. Starting materials: C=1(C(O)=CC=C(CC=C)C1)OC (eugenol), S(O)(O)(=O)=O (sulfuric acid), N (ammonia), aqueous solution, solution, C[N+]1=C2C=CC=CC2=NC3=CC=CC=C31.COS(=O)(=O)[O-] (phenazine methosulfate). The solvent is CCCCCCCC (n-octane), O (water). Run at time 97.5 minute. Yields the product C(\C=C\C1=CC(OC)=C(O)C=C1)O (coniferyl alcohol). RXN SMILES: S(=O)(=O)(O)O.N.[C:7]1([O:17][CH3:18])[C:8](=[CH:10][CH:11]=[C:12]([CH:16]=1)[CH2:13][CH:14]=[CH2:15])[OH:9].C[N+]1C2C(=CC=CC=2)N=C2C=1C=CC=C2.C[O:35]S([O-])(=O)=O>CCCCCCCC.O>[CH2:15]([OH:35])/[CH:14]=[CH:13]/[C:12]1[CH:11]=[CH:10][C:8]([OH:9])=[C:7]([O:17][CH3:18])[CH:16]=1 |f:3.4|. Procedure: A dilute sulfuric acid solution or aqueous ammonia was dropwise added to the foregoing reaction solution for enzyme-activity determination from which the buffer is omitted (i.e., a solution comprising 50 μl of a 200 mM solution of eugenol in n-octane, 200 μl of a 50 mM aqueous solution of phenazine methosulfate and 675 μl of deionized water) to adjust the pH thereof from 5 to 7 and the resulting mixture is stirred at a temperature ranging from 25 to 55° C. for 15 to 180 minutes. After the comple... The reactants are [N+](=O)([O-])C1=CC=C(C=C1)C(C(=O)O)NC(=N)N (4-nitroguanidinophenylacetic acid), Cl.NCCN1C(N(C(C1)=O)C(C(=O)OC)C1=CC=CC=C1)=O (methyl (3-(2-aminoethyl)-2,5-dioxoimidazolidin-1-yl)phenylacetate hydrochloride), C(C)N1CCOCC1 (N-ethylmorpholine), C1CCC(CC1)N=C=NC2CCCCC2 (DCC), C=1C=CC2=C(C1)N=NN2O (HOBt). The solvent is CN(C=O)C (dimethylformamide). Run at time 30 minute. Product: [N+](=O)([O-])C1=CC(=C(C=C1)CC(=O)NCCN1C(N(C(C1)=O)C(C(=O)OC)C1=CC=CC=C1)=O)NC(=N)N (Methyl (3-(2-(2-(4-nitroguanidinophenyl)acetylamino)ethyl)-2,5-dioxoimidazolidin-1-yl)phenylacetate). RXN SMILES: [N+:1]([C:4]1[CH:9]=[CH:8][C:7]([CH:10](NC(N)=N)[C:11]([OH:13])=O)=[CH:6][CH:5]=1)([O-:3])=[O:2].C1CCC([N:24]=[C:25]=[N:26]C2CCCCC2)CC1.C1C=CC2N(O)N=[N:39]C=2C=1.Cl.[NH2:44][CH2:45][CH2:46][N:47]1[CH2:51][C:50](=[O:52])[N:49]([CH:53]([C:58]2[CH:63]=[CH:62][CH:61]=[CH:60][CH:59]=2)[C:54]([O:56][CH3:57])=[O:55])[C:48]1=[O:64].C(N1CCOCC1)C>CN(C)C=O>[N+:1]([C:4]1[CH:5]=[CH:6][C:7]([CH2:10][C:11]([NH:44][CH2:45][CH2:46][N:47]2[CH2:51][C:50](=[O:52])[N:49]([CH:53]([C:58]3[CH:59]=[CH:60][CH:61]=[CH:62][CH:63]=3)[C:54]([O:56][CH3:57])=[O:55])[C:48]2=[O:64])=[O:13])=[C:8]([NH:24][C:25]([NH2:26])=[NH:39])[CH:9]=1)([O-:3])=[O:2] |f:3.4|. Procedure: 270 mg (1.13 mmol) of 4-nitroguanidinophenylacetic acid are dissolved in 50 ml of dimethylformamide, and 270 mg (1.25 mmol) of DCC and 150 mg (1.13 mmol) of HOBt are then added at 0° C. The mixture is stirred for 30 minutes and 370 mg (1.13 mmol) of methyl (3-(2-aminoethyl)-2,5-dioxoimidazolidin-1-yl)phenylacetate hydrochloride and 150 μl (1.13 mmol) of N-ethylmorpholine are then added. After stirring at room temperature for 20 h, the mixture is concentrated and ethyl acetate and methanol are ad...